This data is from the Open Reaction Database (ORD), a public repository of structured organic reaction records. The task is: describe an organic reaction: reactants, conditions, products, and yield Starting materials: CC(C)(C)COC(=O)CC#N, O=Cc1cc(O)c(O)c([N+](=O)[O-])c1. Product: CC(C)(C)COC(=O)C(C#N)=Cc1cc(O)c(O)c([N+](=O)[O-])c1. RXN SMILES: [C:14](#[N:15])[CH2:16][C:17](=[O:18])[O:19][CH2:20][C:21]([CH3:22])([CH3:23])[CH3:24].[OH:1][c:2]1[cH:3][c:4]([CH:5]=[O:6])[cH:7][c:8]([N+:11](=[O:12])[O-:13])[c:9]1[OH:10]>>[OH:1][c:2]1[cH:3][c:4]([CH:5]=[C:16]([C:14]#[N:15])[C:17](=[O:18])[O:19][CH2:20][C:21]([CH3:22])([CH3:23])[CH3:24])[cH:7][c:8]([N+:11](=[O:12])[O-:13])[c:9]1[OH:10].